This data is from the Open Reaction Database (ORD), a public repository of structured organic reaction records. The task is: describe an organic reaction: reactants, conditions, products, and yield Reactants: C(C1=CC=CC=C1)OC1=CC(NN=C1)=O (5-benzyloxy-2H-pyridazin-3-one), C([O-])([O-])=O.[Cs+].[Cs+] (cesium carbonate), ClCCC1=CC=C(C=C1)CO ([4-(2-chloro-ethyl)-phenyl]-methanol). The reagents and catalysts are CO (MeOH). The solvent is CCOC(=O)C (EtOAc), O (water), CN(C)C=O (DMF). Conditions: time 15 minute. Yields the product C(C1=CC=CC=C1)OC1=CC(N(N=C1)CCC1=CC=C(C=C1)CO)=O (5-Benzyloxy-2-[2-(4-hydroxymethyl-phenyl)-ethyl]-2H-pyridazin-3-one). As a reaction SMILES: [CH2:1]([O:8][C:9]1[CH:14]=[N:13][NH:12][C:11](=[O:15])[CH:10]=1)[C:2]1[CH:7]=[CH:6][CH:5]=[CH:4][CH:3]=1.C(=O)([O-])[O-].[Cs+].[Cs+].Cl[CH2:23][CH2:24][C:25]1[CH:30]=[CH:29][C:28]([CH2:31][OH:32])=[CH:27][CH:26]=1>CN(C=O)C.CCOC(C)=O.CO.O>[CH2:1]([O:8][C:9]1[CH:14]=[N:13][N:12]([CH2:23][CH2:24][C:25]2[CH:30]=[CH:29][C:28]([CH2:31][OH:32])=[CH:27][CH:26]=2)[C:11](=[O:15])[CH:10]=1)[C:2]1[CH:7]=[CH:6][CH:5]=[CH:4][CH:3]=1 |f:1.2.3|. Procedure details: To 200 mg (0.99 mmol) 5-benzyloxy-2H-pyridazin-3-one (preparation 5) in 1.0 mL DMF is added 645 mg (1.98 mmol) cesium carbonate and the mixture is stirred 15 min at RT. Then 518 mg (1.98 mmol) [4-(2-iodo-ethyl)-phenyl]-methanol (preparation 1b) is added and the reaction mixture is stirred overnight. The mixture is diluted with EtOAc, a few drops of MeOH and water. The layers are separated, the organic phase is washed with water, dried over MgSO4, filtered and the solvent is evaporated. The preci... Reactants: FC1=CC=C(C=C1)C1=NN2C(C=CC(=C2)C#N)=C1 (2-(4-fluorophenyl)pyrazolo[1,5-a]pyridine-6-carbonitrile), C1CC(=O)N(C1=O)Br (NBS), O (water). The solvent is CN(C)C=O (DMF). The product is BrC=1C(=NN2C1C=CC(=C2)C#N)C2=CC=C(C=C2)F (3-Bromo-2-(4-fluorophenyl)pyrazolo[1,5-a]pyridine-6-carbonitrile). Isolated yield 60.4%. Reaction SMILES: [F:1][C:2]1[CH:7]=[CH:6][C:5]([C:8]2[CH:18]=[C:11]3[CH:12]=[CH:13][C:14]([C:16]#[N:17])=[CH:15][N:10]3[N:9]=2)=[CH:4][CH:3]=1.C1C(=O)N([Br:26])C(=O)C1.O>CN(C=O)C>[Br:26][C:18]1[C:8]([C:5]2[CH:4]=[CH:3][C:2]([F:1])=[CH:7][CH:6]=2)=[N:9][N:10]2[CH:15]=[C:14]([C:16]#[N:17])[CH:13]=[CH:12][C:11]=12. Procedure: A solution of 2-(4-fluorophenyl)pyrazolo[1,5-a]pyridine-6-carbonitrile (0.6 g 2.53 mmol) and NBS (0.5 g 2.8 mmol) in DMF (10 ml) was stirred at room temperature for 2 hr. The reaction was poured into water (100 ml) and extracted with ethyl acetate (2×30 ml). The combined extracts were washed with water (30 ml), brine (30 ml), dried and purified by biotage chromatography. Elution with cyclohexane/ethyl acetate (20:1) gave the title compound as a white solid (0.483 g 61%). NMR: (CDCl3): δ 7.21 (2H... The reactants are N1=C(Cl)N=C(Cl)N=C1Cl (cyanuric chloride), ice water, NC1=CC(=C(C=C1)S(=O)(=O)O)N (1,3-diaminobenzene-4-sulfonic acid), N#CN (cyanamide), [OH-].[Na+] (sodium hydroxide), Cl (hydrochloric acid). Run at time 2 hour. Product: S(=O)(=O)(O)C1=C(N)C=C(C=C1)NC1=NC(=NC(=N1)Cl)NC#N (2-sulfo-5-(2'-chloro-4'-cyanamido-s-triazin-6-yl)aminoaniline). As a reaction SMILES: [N:1]1[C:8]([Cl:9])=[N:7][C:5](Cl)=[N:4][C:2]=1Cl.[NH2:10][C:11]1[CH:16]=[CH:15][C:14]([S:17]([OH:20])(=[O:19])=[O:18])=[C:13]([NH2:21])[CH:12]=1.[N:22]#[C:23][NH2:24].[OH-].[Na+].Cl>>[S:17]([C:14]1[CH:15]=[CH:16][C:11]([NH:10][C:2]2[N:1]=[C:8]([Cl:9])[N:7]=[C:5]([NH:24][C:23]#[N:22])[N:4]=2)=[CH:12][C:13]=1[NH2:21])([OH:20])(=[O:18])=[O:19] |f:3.4|. Procedure: 19 parts of cyanuric chloride are dispersed in 200 parts of ice water, and 18.8 parts of 1,3-diaminobenzene-4-sulfonic acid are added. The mixture is initially stirred at 0° to 5° C. and a pH of 2.5 for two hours and then at 0° to 5° C. and a pH of 4 for 30 minutes, and 4.25 parts of cyanamide are then added. The pH is brought to 10 by means of aqueous sodium hydroxide solution, the mixture is gradually heated to 50° to 60° C., stirred in this temperature range and at this pH for about 90 minute... The reactants are Br, NCc1ccccc1, CCCN1CCCC2Cc3nc(Cl)ccc3CC21, Cl, [Na+], [OH-], O. Product: CCCN1CCCC2Cc3nc(NCc4ccccc4)ccc3CC21. RXN SMILES: [BrH:20].[CH2:21]([c:22]1[cH:23][cH:24][cH:25][cH:26][cH:27]1)[NH2:28].[Cl:2][c:3]1[cH:4][cH:5][c:6]2[c:7]([n:19]1)[CH2:8][CH:9]1[CH2:10][CH2:11][CH2:12][N:13]([CH2:16][CH2:17][CH3:18])[CH:14]1[CH2:15]2.[ClH:1].[Na+:30].[OH-:29].[OH2:31]>>[c:3]1([NH:28][CH2:21][c:22]2[cH:23][cH:24][cH:25][cH:26][cH:27]2)[cH:4][cH:5][c:6]2[c:7]([n:19]1)[CH2:8][CH:9]1[CH2:10][CH2:11][CH2:12][N:13]([CH2:16][CH2:17][CH3:18])[CH:14]1[CH2:15]2. The reactants are COCCN(CCOC)S(F)(F)F ([bis(2-methoxyethyl)amino]sulfur trifluoride), ice, CS(=O)(=O)C1=CC=C(C=C1)C=1C=CC2=C(CC(O2)C2CCN(CC2)CC(C)(O)C)C1 (1-{4-[5-(4-methanesulfonyl-phenyl)-2,3-dihydro-benzofuran-2-yl]-piperidin-1-yl}-2-methyl-propan-2-ol). Solvent: C1(=CC=CC=C1)C (toluene), ClCCl (dichloromethane), CO (methanol). Conditions: time 16 hour. The product is FC(CN1CCC(CC1)C1OC2=C(C1)C=C(C=C2)C2=CC=C(C=C2)S(=O)(=O)C)(C)C (1-(2-Fluoro-2-methyl-propyl)-4-[5-(4-methanesulfonyl-phenyl)-2,3-dihydro-benzofuran-2-yl]-piperidine). Reaction SMILES: COCCN(S(F)(F)[F:11])CCOC.[CH3:14][S:15]([C:18]1[CH:23]=[CH:22][C:21]([C:24]2[CH:25]=[CH:26][C:27]3[O:31][CH:30]([CH:32]4[CH2:37][CH2:36][N:35]([CH2:38][C:39]([CH3:42])(O)[CH3:40])[CH2:34][CH2:33]4)[CH2:29][C:28]=3[CH:43]=2)=[CH:20][CH:19]=1)(=[O:17])=[O:16]>C1(C)C=CC=CC=1.ClCCl.CO>[F:11][C:39]([CH3:42])([CH3:40])[CH2:38][N:35]1[CH2:36][CH2:37][CH:32]([CH:30]2[CH2:29][C:28]3[CH:43]=[C:24]([C:21]4[CH:22]=[CH:23][C:18]([S:15]([CH3:14])(=[O:17])=[O:16])=[CH:19][CH:20]=4)[CH:25]=[CH:26][C:27]=3[O:31]2)[CH2:33][CH2:34]1. Procedure details: A solution of [bis(2-methoxyethyl)amino]sulfur trifluoride in toluene (50%; 162 μL) is added to an ice-cooled solution of 1-{4-[5-(4-methanesulfonyl-phenyl)-2,3-dihydro-benzofuran-2-yl]-piperidin-1-yl}-2-methyl-propan-2-ol (100 mg) in dichloromethane (2 mL) and the resulting mixture is stirred for 16 h. The reaction mixture is diluted with methanol and concentrated in vacuo. The residue is purified by HPLC to give the title compound. LC (method 1): tR=1.17 min; Mass spectrum (ESI+): m/z=432 [M+H... The reactants are COc1ccc(CC(N)C(=O)O)cc1OC, COc1cc(CC(Nc2cccc(-c3ccccc3)c2)C(=O)O)cc(OC)c1OC. Product: COc1ccc(CC(Nc2cccc(-c3ccccc3)c2)C(=O)O)cc1OC. As a reaction SMILES: [CH3:31][O:32][c:33]1[cH:34][c:35]([CH2:36][CH:37]([C:38]([OH:39])=[O:40])[NH2:41])[cH:42][cH:43][c:44]1[O:45][CH3:46].[c:1]1(-[c:25]2[cH:26][cH:27][cH:28][cH:29][cH:30]2)[cH:2][c:3]([NH:7][CH:8]([C:9](=[O:10])[OH:11])[CH2:12][c:13]2[cH:14][c:15]([O:23][CH3:24])[c:16]([O:21][CH3:22])[c:17]([O:19][CH3:20])[cH:18]2)[cH:4][cH:5][cH:6]1>>[c:1]1(-[c:25]2[cH:26][cH:27][cH:28][cH:29][cH:30]2)[cH:2][c:3]([NH:7][CH:8]([C:9](=[O:10])[OH:11])[CH2:12][c:13]2[cH:14][c:15]([O:23][CH3:24])[c:16]([O:21][CH3:22])[cH:17][cH:18]2)[cH:4][cH:5][cH:6]1. Reactants: COC(C1=CC(C(=O)N(CCC)C)=CC(=C1)[Sn](CCCC)(CCCC)CCCC)=O (N-methyl-N-propyl-5-tributylstannanyl-isophthalamic acid methyl ester), CC(C(=O)Cl)=C (2-methyl-acryloyl chloride), C1(CCCCC1)P(C1CCCCC1)C1CCCCC1 (tricyclohexylphosphine). The reagents and catalysts are C=1C=CC(=CC1)/C=C/C(=O)/C=C/C2=CC=CC=C2.C=1C=CC(=CC1)/C=C/C(=O)/C=C/C2=CC=CC=C2.C=1C=CC(=CC1)/C=C/C(=O)/C=C/C2=CC=CC=C2.[Pd].[Pd] (tris(dibenzylideneacetone)dipalladium). Run in C(Cl)(Cl)Cl (chloroform). Reaction conditions: temperature 60 celsius. Product: COC(C1=CC(C(=O)N(CCC)C)=CC(=C1)C(C(=C)C)=O)=O.CN(C(C=1C=C(C(=O)O)C=C(C1)C(C(=C)C)=O)=O)CCC (N-Methyl-5-(2-methylacryloyl)-N-propyl-isophthalamic acid N-Methyl-5-(2-methylacryloyl)-N-propyl-isophthalamic acid methyl ester). Reaction SMILES: [CH3:1][O:2][C:3](=[O:30])[C:4]1[CH:16]=[C:15]([Sn](CCCC)(CCCC)CCCC)[CH:14]=[C:6]([C:7]([N:9]([CH3:13])[CH2:10][CH2:11][CH3:12])=[O:8])[CH:5]=1.[CH3:31][C:32](=[CH2:36])[C:33](Cl)=[O:34].C1(P(C2CCCCC2)C2CCCCC2)CCCCC1>C(Cl)(Cl)Cl.C1C=CC(/C=C/C(/C=C/C2C=CC=CC=2)=O)=CC=1.C1C=CC(/C=C/C(/C=C/C2C=CC=CC=2)=O)=CC=1.C1C=CC(/C=C/C(/C=C/C2C=CC=CC=2)=O)=CC=1.[Pd].[Pd]>[CH3:1][O:2][C:3](=[O:30])[C:4]1[CH:16]=[C:15]([C:33](=[O:34])[C:32]([CH3:36])=[CH2:31])[CH:14]=[C:6]([C:7]([N:9]([CH3:13])[CH2:10][CH2:11][CH3:12])=[O:8])[CH:5]=1.[CH3:13][N:9]([CH2:10][CH2:11][CH3:12])[C:7](=[O:8])[C:6]1[CH:5]=[C:4]([CH:16]=[C:15]([C:33](=[O:34])[C:32]([CH3:36])=[CH2:31])[CH:14]=1)[C:3]([OH:2])=[O:30] |f:4.5.6.7.8,9.10|. Procedure details: Dissolve N-methyl-N-propyl-5-tributylstannanyl-isophthalamic acid methyl ester (885 mg, 168 mmol), 2-methyl-acryloyl chloride (172 mg, 1.64 mmol), tris(dibenzylideneacetone)dipalladium (46 mg, 0.05 mmol) and tricyclohexylphosphine (46 mg, 0.16 mmol)) in chloroform (15.5 mL) in a previously degassed vessel. Flush the mixture with nitrogen gas and heat the sealed mixture overnight at 60° C. Cool to room temperature and filter though a filtering agent. Concentrate the filtrate and purify (silica ge...